The task is: describe an organic reaction: reactants, conditions, products, and yield. This data is from the Open Reaction Database (ORD), a public repository of structured organic reaction records. The reactants are [OH-].[Na+] (NaOH), COC(\C=C\C=C(/CCCCCCCCCCCC)\C1=CC=C(C=C1)OC)=O ((E,E)-5-(4-methoxyphenyl)-2,4heptadecadienoic acid methyl ester). The solvent is CO (methanol). Yields the product COC1=CC=C(C=C1)/C(=C/C=C/C(=O)O)/CCCCCCCCCCCC ((E,E)-5-(4-methoxyphenyl)-2,4-heptadecadienoic acid). The yield is 68.5%. RXN SMILES: C[O:2][C:3](=[O:28])/[CH:4]=[CH:5]/[CH:6]=[C:7](/[C:20]1[CH:25]=[CH:24][C:23]([O:26][CH3:27])=[CH:22][CH:21]=1)\[CH2:8][CH2:9][CH2:10][CH2:11][CH2:12][CH2:13][CH2:14][CH2:15][CH2:16][CH2:17][CH2:18][CH3:19].[OH-].[Na+]>CO>[CH3:27][O:26][C:23]1[CH:22]=[CH:21][C:20](/[C:7](/[CH2:8][CH2:9][CH2:10][CH2:11][CH2:12][CH2:13][CH2:14][CH2:15][CH2:16][CH2:17][CH2:18][CH3:19])=[CH:6]/[CH:5]=[CH:4]/[C:3]([OH:28])=[O:2])=[CH:25][CH:24]=1 |f:1.2|. Procedure: As described in Example 99, (E,E)-5-(4-methoxyphenyl)-2,4heptadecadienoic acid methyl ester (11.9 g) was saponified in a refluxing mixture of methanol (30 mL) and 2N NaOH (30 mL). After 2,5 hours the crude acid was isolated in the usual way and was crystallized from hexane to give 7.86 g of (E,E)-5-(4-methoxyphenyl)-2,4-heptadecadienoic acid. A sample was recrystallized from the same solvent to afford the analytical specimen mp 85°-88° C. Starting materials: resultant mixture, BrC(C(=O)OCC)C (ethyl 2-bromopropionate), ClC1=C(C=C(C(=C1)Cl)O)N1N=C(N(C1=O)CF)C (1-(2,4-dichloro-5-hydroxyphenyl)-4-fluoromethyl-4,5-dihydro-3-methyl-1,2,4-triazol-5(1H)-one), C([O-])([O-])=O.[K+].[K+] (potassium carbonate). The reagents and catalysts are [I-].[Na+] (Sodium iodide). Run in CC(=O)C (acetone), CCCCC (n-pentane). Reaction conditions: time 15 minute. Product: ClC1=C(OC(C(=O)OCC)C)C=C(C(=C1)Cl)N1N=C(N(C1=O)CF)C (ethyl 2-[2,4-dichloro-5-(4-fluoromethyl-4,5-dihydro-3-methyl-5-oxo-1H-1,2,4-triazol-1-yl)phenoxy]propionate). Isolated yield 93.9%. RXN SMILES: [Cl:1][C:2]1[CH:7]=[C:6]([Cl:8])[C:5]([OH:9])=[CH:4][C:3]=1[N:10]1[C:14](=[O:15])[N:13]([CH2:16][F:17])[C:12]([CH3:18])=[N:11]1.C(=O)([O-])[O-].[K+].[K+].Br[CH:26]([CH3:32])[C:27]([O:29][CH2:30][CH3:31])=[O:28]>CC(C)=O.CCCCC.[I-].[Na+]>[Cl:8][C:6]1[CH:7]=[C:2]([Cl:1])[C:3]([N:10]2[C:14](=[O:15])[N:13]([CH2:16][F:17])[C:12]([CH3:18])=[N:11]2)=[CH:4][C:5]=1[O:9][CH:26]([CH3:32])[C:27]([O:29][CH2:30][CH3:31])=[O:28] |f:1.2.3,7.8|. Procedure details: A mixture of 0.56 g (0.0019 mole) of 1-(2,4-dichloro-5-hydroxyphenyl)-4-fluoromethyl-4,5-dihydro-3-methyl-1,2,4-triazol-5(1H)-one and 1.1 g (0.0076 mole) of anhydrous potassium carbonate in 15 mL of acetone was stirred for 15 minutes. Sodium iodide (approximately 0.01 g) and 0.37 g (0.002 mole) of ethyl 2-bromopropionate were added, and the resultant mixture was heated at reflux for 1.5 hours. The mixture was cooled and filtered. The filtrate was evaporated under reduced pressure, leaving a resi... Starting materials: CS(=O)C (DMSO), OCCCCN1C(C2=CC=CC=C2C1=O)=O (2-(4-hydroxybutyl)-2,3-dihydro-1H-isoindole-1,3-dione), TEA, C(C(=O)Cl)(=O)Cl (oxalic dichloride). Solvent: ClCCl (dichloromethane), Cl (hydrochloric acid), ClCCl (dichloromethane), ClCCl (dichloromethane). Run at temperature -78 celsius, time 20 minute. Product: O=C1N(C(C2=CC=CC=C12)=O)CCCC=O (4-(1,3-dioxo-2,3-dihydro-1H-isoindol-2-yl)butanal). Isolated yield 87.2%. RXN SMILES: C(Cl)(=O)C(Cl)=O.CS(C)=O.[OH:11][CH2:12][CH2:13][CH2:14][CH2:15][N:16]1[C:24](=[O:25])[C:23]2[C:18](=[CH:19][CH:20]=[CH:21][CH:22]=2)[C:17]1=[O:26]>ClCCl.Cl>[O:26]=[C:17]1[C:18]2[C:23](=[CH:22][CH:21]=[CH:20][CH:19]=2)[C:24](=[O:25])[N:16]1[CH2:15][CH2:14][CH2:13][CH:12]=[O:11]. Reported procedure: To a 250-mL round-bottom flask, purged and maintained with an inert atmosphere of nitrogen, was added a solution of oxalic dichloride (2.52 g, 19.85 mmol, 1.98 equiv) in 40 mL of anhydrous dichloromethane. This solution was cooled to −78° C. under nitrogen. A solution of DMSO (1.56 g, 19.97 mmol, 1.99 equiv) in dichloromethane (10 mL) was added dropwise with stirring at −78° C. and the resulting solution was stirred for 20 min at −78° C. A solution of 2-(4-hydroxybutyl)-2,3-dihydro-1H-isoindole-... Reactants: CC1=CC(=NC(=N1)C(F)(F)F)N1C[C@@H]2CCNC[C@H]12 ((1R,6S)-8-(6-methyl-2-trifluoromethyl-pyrimidin-4-yl)-3,8-diaza-bicyclo[4.2.0]octane), N=1N(N=CC1)C1=C(C(=O)O)C=CC=C1 (2-[1,2,3]triazol-2-yl-benzoic acid), S1C(=CC=C1)C1=C(C(=O)O)C=CC=C1 (2-thiophen-2-yl-benzoic acid), CC1=NC(=NC(=C1)C)N1C[C@@H]2CCNC[C@H]12 ((1R,6S)8-(4,6-dimethyl-pyrimidin-2-yl)-3,8-diaza-bicyclo[4.2.0]octane), N=1N(N=CC1)C1=C(C(=O)O)C=CC=C1 (2-[1,2,3]triazol-2-yl-benzoic acid). Reaction conditions: time 30 minute. The product is CC1=CC(=NC(=N1)C(F)(F)F)N1C[C@@H]2CCN(C[C@H]12)C(=O)C1=C(C=CC=C1)N1N=CC=N1 ((1R,6S)-[8-(6-Methyl-2-trifluoromethyl-pyrimidin-4-yl)-3,8-diaza-bicyclo[4.2.0]oct-3-yl]-(2-[1,2,3]triazol-2-yl-phenyl)-methanone). As a reaction SMILES: [CH3:1][C:2]1[N:7]=[C:6]([C:8]([F:11])([F:10])[F:9])[N:5]=[C:4]([N:12]2[C@@H:19]3[C@@H:14]([CH2:15][CH2:16][NH:17][CH2:18]3)[CH2:13]2)[CH:3]=1.CC1C=C(C)N=C(N2[C@@H]3[C@@H](CCNC3)C2)N=1.[N:36]1[N:37]([C:41]2[CH:49]=[CH:48][CH:47]=[CH:46][C:42]=2[C:43](O)=[O:44])[N:38]=[CH:39][CH:40]=1.S1C=CC=C1C1C=CC=CC=1C(O)=O>>[CH3:1][C:2]1[N:7]=[C:6]([C:8]([F:10])([F:9])[F:11])[N:5]=[C:4]([N:12]2[C@@H:19]3[C@@H:14]([CH2:15][CH2:16][N:17]([C:43]([C:42]4[CH:46]=[CH:47][CH:48]=[CH:49][C:41]=4[N:37]4[N:38]=[CH:39][CH:40]=[N:36]4)=[O:44])[CH2:18]3)[CH2:13]2)[CH:3]=1. Reported procedure: The title compound was prepared in a manner analogous to Example 1, substituting (1R,6S)-8-(6-methyl-2-trifluoromethyl-pyrimidin-4-yl)-3,8-diaza-bicyclo[4.2.0]octane (Intermediate 9) for (1R,6S)8-(4,6-dimethyl-pyrimidin-2-yl)-3,8-diaza-bicyclo[4.2.0]octane and 2-[1,2,3]triazol-2-yl-benzoic acid (Intermediate 14) for 2-thiophen-2-yl-benzoic acid. Additionally, the reaction time was shortened to 30 minutes. MS (ESI) mass calcd. for O21H20F3N7O, 443.43; m/z found 444.2 [M+H]+. 1H NMR (400 MHz, CDCl...